From a dataset of the Open Reaction Database (ORD), a public repository of structured organic reaction records. describe an organic reaction: reactants, conditions, products, and yield Starting materials: ClCCNC(=O)N(C1[C@H](O)[C@@H](O)[C@@H](O)[C@H](O1)CO)CC1CC1 (1-(2-chloroethyl)-3-cyclopropylmethyl-3-(D-galactopyranosyl)urea), [N+](=O)([N+](=O)[O-])[O-] (nitrogen tetroxide). Yields the product ClCCN(C(=O)N(C1[C@H](O)[C@@H](O)[C@@H](O)[C@H](O1)CO)CC1CC1)N=O (1-(2-chloroethyl)-1-nitroso-3-cyclopropylmethyl-3-(D-galactopyranosyl)urea). The yield is 70.4%. RXN SMILES: [Cl:1][CH2:2][CH2:3][NH:4][C:5]([N:7]([CH2:19][CH:20]1[CH2:22][CH2:21]1)[CH:8]1[O:16][C@H:15]([CH2:17][OH:18])[C@H:13]([OH:14])[C@H:11]([OH:12])[C@H:9]1[OH:10])=[O:6].[N+:23]([O-])([N+]([O-])=O)=[O:24]>>[Cl:1][CH2:2][CH2:3][N:4]([N:23]=[O:24])[C:5]([N:7]([CH2:19][CH:20]1[CH2:22][CH2:21]1)[CH:8]1[O:16][C@H:15]([CH2:17][OH:18])[C@H:13]([OH:14])[C@H:11]([OH:12])[C@H:9]1[OH:10])=[O:6]. Reported procedure: 3.4 g of 1-(2-chloroethyl)-3-cyclopropylmethyl-3-(D-galactopyranosyl)urea and 5 g of nitrogen tetroxide gas are treated in the same manner as described in Example 23-(2). 2.6 g of 1-(2-chloroethyl)-1-nitroso-3-cyclopropylmethyl-3-(D-galactopyranosyl)urea are obtained as yellow caramel. Starting materials: C(#N)C1=C(C=C(CBr)C=C1)F (4-cyano-3-fluorobenzyl bromide), CCOC(=O)C (EtOAc), C(=O)C=1N=C(NC1)C (4-formyl-2-methylimidazole), C([O-])([O-])=O.[Cs+].[Cs+] (cesium carbonate). The product is C(#N)C1=C(C=C(CN2C(=NC=C2C=O)C)C=C1)F (1-(4-Cyano-3-fluorobenzyl)-2-methyl-5-imidazolecarboxaldehyde). Reaction SMILES: [C:1]([C:3]1[CH:10]=[CH:9][C:6]([CH2:7]Br)=[CH:5][C:4]=1[F:11])#[N:2].[CH:12]([C:14]1[N:15]=[C:16]([CH3:19])[NH:17][CH:18]=1)=[O:13].C(=O)([O-])[O-].[Cs+].[Cs+].CCOC(C)=O>CN(C=O)C>[C:1]([C:3]1[CH:10]=[CH:9][C:6]([CH2:7][N:15]2[C:14]([CH:12]=[O:13])=[CH:18][N:17]=[C:16]2[CH3:19])=[CH:5][C:4]=1[F:11])#[N:2] |f:2.3.4|. Procedure: To a solution of 4-cyano-3-fluorobenzyl bromide, as described in Example 1, Step D, (1.26 g, 5.9 mmol) in DMF (10 mL), at 0° C., was added 4-formyl-2-methylimidazole (0.650 g, 5.9 mmol) and cesium carbonate (2.9 g, 8.9 mmol). After 2 hours, the reaction mixture was poured into EtOAc—30% hexane, washed with H2O, then brine, dried over Na2SO4, filtered, and concentrated in vacuo to provide the crude product. The crude material was purified by silica gel chromatography, eluting with a gradient of C... Conditions: time 2 hour. Solvent: CN(C)C=O (DMF). The reactants are FC=1C=C(C=CC1F)B(O)O (3,4-difluorobenzeneboronic acid), ClC=1C=C(N=NC1)CN1C(=NC=C1)C (5-chloro-3-(2-methyl-imidazol-1-yl-methyl)-pyridazine). Product: Cl.FC=1C=C(C=CC1F)C=1C=C(N=NC1)CN1C(=NC=C1)C (5-(3,4-Difluoro-phenyl)-3-(2-methyl-imidazol-1-yl-methyl)-pyridazine hydrochloride). Reaction SMILES: [F:1][C:2]1[CH:3]=[C:4](B(O)O)[CH:5]=[CH:6][C:7]=1[F:8].[Cl:12][C:13]1[CH:14]=[C:15]([CH2:19][N:20]2[CH:24]=[CH:23][N:22]=[C:21]2[CH3:25])[N:16]=[N:17][CH:18]=1>>[ClH:12].[F:1][C:2]1[CH:3]=[C:4]([C:13]2[CH:14]=[C:15]([CH2:19][N:20]3[CH:24]=[CH:23][N:22]=[C:21]3[CH3:25])[N:16]=[N:17][CH:18]=2)[CH:5]=[CH:6][C:7]=1[F:8] |f:2.3|. Procedure details: The title compound, MS: m/e=287.2 (M+H+), was prepared from 3,4-difluorobenzeneboronic acid and 5-chloro-3-(2-methyl-imidazol-1-yl-methyl)-pyridazine. Reactants: O=C([O-])O, CCOC(C)=O, Cc1ccccc1, Cl, N#C[Cu]C#N, [I-], O=N[O-], Nc1cccc2cnccc12, [Na+], [Na+], N#C[Na], O. The product is N#Cc1cccc2cnccc12. RXN SMILES: [C:16](=[O:17])([OH:18])[O-:19].[CH3:32][CH2:33][O:34][C:35](=[O:36])[CH3:37].[CH3:38][c:39]1[cH:40][cH:41][cH:42][cH:43][cH:44]1.[ClH:30].[Cu:25]([C:26]#[N:27])[C:28]#[N:29].[I-:21].[N:12]([O-:13])=[O:14].[NH2:1][c:2]1[c:3]2[cH:4][cH:5][n:6][cH:7][c:8]2[cH:9][cH:10][cH:11]1.[Na+:15].[Na+:20].[Na:22][C:23]#[N:24].[OH2:31]>>[c:2]1([C:23]#[N:24])[c:3]2[cH:4][cH:5][n:6][cH:7][c:8]2[cH:9][cH:10][cH:11]1. The reactants are ice water, Cl (HCl), NC1=C(C=CC(=C1)[N+](=O)[O-])O (2-Amino-4-nitrophenol), C(=O)(N1C=NC=C1)N1C=NC=C1 (1,1′-carbonyldiimidazole). RXN SMILES: [NH2:1][C:2]1[CH:7]=[C:6]([N+:8]([O-:10])=[O:9])[CH:5]=[CH:4][C:3]=1[OH:11].[C:12](N1C=CN=C1)(N1C=CN=C1)=[O:13].Cl>C1COCC1>[N+:8]([C:6]1[CH:5]=[CH:4][C:3]2[O:11][C:12](=[O:13])[NH:1][C:2]=2[CH:7]=1)([O-:10])=[O:9]. Conditions: time 30 minute. Isolated yield 88.0%. The solvent is C1CCOC1 (THF). The product is [N+](=O)([O-])C=1C=CC2=C(NC(O2)=O)C1 (5-Nitro-3H-benzooxazol-2-one), solid. Procedure details: 2-Amino-4-nitrophenol (30.0 g) and 1,1′-carbonyldiimidazole (47.34 g) were dissolved in THF (300 mL). The mixture was refluxed over night. The reaction mixture was cooled, poured into ice/water and acidified with 1M aqueous HCl to pH 2. The aqueous layer was extracted two times with ethyl acetate. The combined organic layers were washed with brine, dried over Na2SO4, filtered and the solvent was evaporated. Methanol (150 mL) was added to the resulting precipitate and the mixture was stirred for ...